From a dataset of the Open Reaction Database (ORD), a public repository of structured organic reaction records. describe an organic reaction: reactants, conditions, products, and yield Starting materials: O=C([O-])O, CO, Cl, [Na+], [Na+], [OH-], O=S(=O)(O)O, O=C(O)C1=Cc2cc(-c3ccccc3)ccc2CC1. Product: O=C(O)C1CCc2ccc(-c3ccccc3)cc2C1. As a reaction SMILES: [C:25](=[O:26])([O-:27])[OH:28].[CH3:33][OH:34].[ClH:32].[Na+:29].[Na+:31].[OH-:30].[S:20](=[O:21])(=[O:22])([OH:23])[OH:24].[c:1]1(-[c:7]2[cH:8][cH:9][c:10]3[c:15]([cH:16]2)[CH:14]=[C:13]([C:17](=[O:18])[OH:19])[CH2:12][CH2:11]3)[cH:2][cH:3][cH:4][cH:5][cH:6]1>>[c:1]1(-[c:7]2[cH:8][cH:9][c:10]3[c:15]([cH:16]2)[CH2:14][CH:13]([C:17](=[O:18])[OH:19])[CH2:12][CH2:11]3)[cH:2][cH:3][cH:4][cH:5][cH:6]1. Reactants: N1(CCNCC1)C(=S)SCC1=CC=CC=C1 (benzyl 1-piperazinecarbodithioate), C1(O)=C(O)C(O)=CC=C1 (pyrogallol), C=O (formalin). Solvent: C(C)O (ethanol), C(C)O (ethanol), C(C)O (ethanol). Conditions: time 10 minute. Yields the product OC1=C(CN2CCN(CC2)C(=S)SCC2=CC=CC=C2)C=CC(=C1O)O (Benzyl 4-(2,3,4-trihydroxybenzyl)-1-piperazinecarbodithioate). Yield: 93.5%. RXN SMILES: [CH2:1]=O.[N:3]1([C:9]([S:11][CH2:12][C:13]2[CH:18]=[CH:17][CH:16]=[CH:15][CH:14]=2)=[S:10])[CH2:8][CH2:7][NH:6][CH2:5][CH2:4]1.[C:19]1([CH:27]=[CH:26][CH:25]=[C:23]([OH:24])[C:21]=1[OH:22])[OH:20]>C(O)C>[OH:20][C:19]1[C:21]([OH:22])=[C:23]([OH:24])[CH:25]=[CH:26][C:27]=1[CH2:1][N:6]1[CH2:7][CH2:8][N:3]([C:9]([S:11][CH2:12][C:13]2[CH:18]=[CH:17][CH:16]=[CH:15][CH:14]=2)=[S:10])[CH2:4][CH2:5]1. Reported procedure: To a solution of 0.51 g of 35% formalin in 7.7 ml of ethanol was added under chilling with ice a solution of 1.5 g of benzyl 1-piperazinecarbodithioate in 7.5 ml of ethanol. The mixture was stirred at room temperature for 10 min. To the mixture was further added under chilling with ice a solution of 3.7 g of pyrogallol in 15.3 ml of ethanol at once. The mixture was then stirred for 2.5 hours at room temperature. Ethanol was evaporated under reduced pressure, and the residue was extracted with di... The reactants are C(C)[SiH](CC)CC (triethylsilane), FC(C(=O)O)(F)F (trifluoroacetic acid), OC1(C2=CC=CC=C2C=2C=CC=CC12)C=1C(NC(N([C@H]2[C@H](O)[C@H](O)[C@@H](CO)O2)C1)=O)=O (5-(9-hydroxyfluoren-9-yl)uridine). Solvent: ClCCl (dichloromethane). Reaction conditions: time 36 hour. Yields the product C1=CC=CC=2C3=CC=CC=C3C(C12)C=1C(NC(N([C@H]2[C@H](O)[C@H](O)[C@@H](CO)O2)C1)=O)=O (5-(9H-fluoren-9-yl)uridine). Yield: 33.6%. RXN SMILES: O[C:2]1([C:15]2[C:16](=[O:31])[NH:17][C:18](=[O:30])[N:19]([CH:29]=2)[C@@H:20]2[O:28][C@H:25]([CH2:26][OH:27])[C@@H:23]([OH:24])[C@H:21]2[OH:22])[C:14]2[CH:13]=[CH:12][CH:11]=[CH:10][C:9]=2[C:8]2[C:3]1=[CH:4][CH:5]=[CH:6][CH:7]=2.C([SiH](CC)CC)C.FC(F)(F)C(O)=O>ClCCl>[CH:13]1[C:14]2[CH:2]([C:15]3[C:16](=[O:31])[NH:17][C:18](=[O:30])[N:19]([CH:29]=3)[C@@H:20]3[O:28][C@H:25]([CH2:26][OH:27])[C@@H:23]([OH:24])[C@H:21]3[OH:22])[C:3]3[C:8](=[CH:7][CH:6]=[CH:5][CH:4]=3)[C:9]=2[CH:10]=[CH:11][CH:12]=1. Procedure: The product of step (ii) (3.37 g) was dissolved in dichloromethane (100 ml) and triethylsilane (1.39 ml) and treated with trifluoroacetic acid (6.23 ml). The mixture was stirred at room temperature for 36 hours. The solvent was evaporated under reduced pressure and the residue azeotroped three times with toluene. The remaining residue was purified by flash chromatography on silica-gel eluting with 15% methanol in ethyl acetate to give 5-(9H-fluoren-9-yl)uridine as white powder (1.09 g). Starting materials: C1NCCC2=CC=CC=C12 (1,2,3,4-tetrahydroisoquinoline), ClC1=NC(=C(C(=N1)Cl)C)CC (2,4-dichloro-5-methyl-6-ethylpyrimidine). Product: CC=1C(=NC(=NC1CC)Cl)N1CC2=CC=CC=C2CC1 (5-Methyl-6-ethyl-4-(1,2,3,4-tetrahydroisoquinolin-2-yl)-2-chloropyrimidine). The yield is 62.7%. As a reaction SMILES: [CH2:1]1[C:10]2[C:5](=[CH:6][CH:7]=[CH:8][CH:9]=2)[CH2:4][CH2:3][NH:2]1.[Cl:11][C:12]1[N:17]=[C:16](Cl)[C:15]([CH3:19])=[C:14]([CH2:20][CH3:21])[N:13]=1>>[CH3:19][C:15]1[C:16]([N:2]2[CH2:3][CH2:4][C:5]3[C:10](=[CH:9][CH:8]=[CH:7][CH:6]=3)[CH2:1]2)=[N:17][C:12]([Cl:11])=[N:13][C:14]=1[CH2:20][CH3:21]. Procedure details: In accordance with the same procedure as in Step 1 of Example 1, except that 1,2,3,4-tetrahydroisoquinoline(3.5 ml, 28 mmol) and 2,4-dichloro-5-methyl-6-ethylpyrimidine(4.9 g, 27.7 mmol) prepared in Preparation 4 were used as starting materials, 5.0 g of the titled compound was prepared. Reactants: OC(=S)CC(c1ccccc1)c1ccccc1, OO. The product is OC(c1ccccc1)c1ccccc1. As a reaction SMILES: [CH:3]([c:4]1[cH:5][cH:6][cH:7][cH:8][cH:9]1)([c:10]1[cH:11][cH:12][cH:13][cH:14][cH:15]1)[CH2:16][C:17]([OH:18])=[S:19].[OH:1][OH:2]>>[OH:1][CH:3]([c:4]1[cH:5][cH:6][cH:7][cH:8][cH:9]1)[c:10]1[cH:11][cH:12][cH:13][cH:14][cH:15]1. The reactants are CCO, CC(C)(C)OC(=O)NCCNc1ccccc1[N+](=O)[O-], [Pd]. Yields the product CC(C)(C)OC(=O)NCCNc1ccccc1N. RXN SMILES: [CH3:21][CH2:22][OH:23].[N+:1]([O-:2])(=[O:3])[c:4]1[c:5]([NH:10][CH2:11][CH2:12][NH:13][C:14]([O:15][C:16]([CH3:17])([CH3:18])[CH3:19])=[O:20])[cH:6][cH:7][cH:8][cH:9]1.[Pd:24]>>[NH2:1][c:4]1[c:5]([NH:10][CH2:11][CH2:12][NH:13][C:14]([O:15][C:16]([CH3:17])([CH3:18])[CH3:19])=[O:20])[cH:6][cH:7][cH:8][cH:9]1.